From a dataset of the Open Reaction Database (ORD), a public repository of structured organic reaction records. describe an organic reaction: reactants, conditions, products, and yield Starting materials: resultant mixture, CN(C1=CC=C(C(=O)O)C=C1)C (4-(dimethylamino)benzoic acid), N,N1 -methanetetraylbiscyclohexanamine, 150, C1(=CC=CC=C1)C(C1CCNCC1)C1=CC=CC=C1 (4-(diphenylmethyl)piperidine), CN(C1=CC=C(C(=O)O)C=C1)C (4-(dimethylamino)benzoic acid), 123, N,N1 -methanetetraylbiscyclohexanamine. Solvent: ClCCl (dichloromethane), ClCCl (dichloromethane). Run at time 24 hour. The product is CN(C1=CC=C(C(=O)N2CCC(CC2)C(C2=CC=CC=C2)C2=CC=CC=C2)C=C1)C (1-[4-(dimethylamino)benzoyl]-4-(diphenylmethyl)piperidine). RXN SMILES: [C:1]1([CH:7]([C:14]2[CH:19]=[CH:18][CH:17]=[CH:16][CH:15]=2)[CH:8]2[CH2:13][CH2:12][NH:11][CH2:10][CH2:9]2)[CH:6]=[CH:5][CH:4]=[CH:3][CH:2]=1.[CH3:20][N:21]([CH3:31])[C:22]1[CH:30]=[CH:29][C:25]([C:26](O)=[O:27])=[CH:24][CH:23]=1>ClCCl>[CH3:20][N:21]([CH3:31])[C:22]1[CH:30]=[CH:29][C:25]([C:26]([N:11]2[CH2:10][CH2:9][CH:8]([CH:7]([C:14]3[CH:19]=[CH:18][CH:17]=[CH:16][CH:15]=3)[C:1]3[CH:2]=[CH:3][CH:4]=[CH:5][CH:6]=3)[CH2:13][CH2:12]2)=[O:27])=[CH:24][CH:23]=1. Reported procedure: To a solution of 150 parts of 4-(diphenylmethyl)piperidine and 99 parts of 4-(dimethylamino)benzoic acid in 4000 parts of dichloromethane is added a solution of 123 parts of N,N1 -methanetetraylbiscyclohexanamine in 1330 parts of dichloromethane. The resultant mixture is stirred for 6 hours, whereupon a further 25 parts of 4-(dimethylamino)benzoic acid and 30 parts of N,N1 -methanetetraylbiscyclohexanamine is introduced and stirring continued thereafter for 24 hours. The reaction mixture is then... Reactants: ice water, N (ammonia), CS(=O)(=O)CCNC1=C(C(=O)C2=CC=CC=C2)C=C(C=C1)Cl (2-(β-methylsulfonylethyl)amino- 5-chlorobenzophenone), O1C(NCC1=O)=O (oxazolidine-2,5-dione), Cl (hydrogen chloride). Run in C(Cl)Cl (methylene chloride). Product: CS(=O)(=O)CCN1C(CN=C(C2=C1C=CC(=C2)Cl)C2=CC=CC=C2)=O (1-(β-methylsulfonylethyl)-5-phenyl-7-chloro-1,3-dihydro-2H-1,4-benzodiazepin-2-one). RXN SMILES: [CH3:1][S:2]([CH2:5][CH2:6][NH:7][C:8]1[CH:21]=[CH:20][C:19]([Cl:22])=[CH:18][C:9]=1[C:10]([C:12]1[CH:17]=[CH:16][CH:15]=[CH:14][CH:13]=1)=O)(=[O:4])=[O:3].[O:23]1[C:27](=O)[CH2:26][NH:25]C1=O.Cl.N>C(Cl)Cl>[CH3:1][S:2]([CH2:5][CH2:6][N:7]1[C:8]2[CH:21]=[CH:20][C:19]([Cl:22])=[CH:18][C:9]=2[C:10]([C:12]2[CH:17]=[CH:16][CH:15]=[CH:14][CH:13]=2)=[N:25][CH2:26][C:27]1=[O:23])(=[O:4])=[O:3]. Reported procedure: To a solution of 0.5 g of 2-(β-methylsulfonylethyl)amino- 5-chlorobenzophenone in 20 ml of dry methylene chloride is added 0.5 g of oxazolidine-2,5-dione. To the mixture is added 20 ml of ethereal hydrogen chloride under cooling. The mixture is stirred at room temperature. After completion of the reaction, the mixture is poured into ice water, basified with aqueous ammonia and extracted with methylene chloride. The extracts are combined and dried over anhydrous sodium sulfate, and the solvent is... Starting materials: CC#N, O=C=NC(=O)c1cc(F)c(F)cc1Cl, Nc1cc(S(=O)(=O)N2CCCCC2)sc1N1CCC(C(=O)O)CC1. Product: O=C(NC(=O)c1cc(F)c(F)cc1Cl)Nc1cc(S(=O)(=O)N2CCCCC2)sc1N1CCC(C(=O)O)CC1. As a reaction SMILES: [CH3:39][C:40]#[N:41].[Cl:25][c:26]1[c:27]([C:28](=[O:29])[N:30]=[C:31]=[O:32])[cH:33][c:34]([F:38])[c:35]([F:37])[cH:36]1.[NH2:1][c:2]1[c:3]([N:16]2[CH2:17][CH2:18][CH:19]([C:22](=[O:23])[OH:24])[CH2:20][CH2:21]2)[s:4][c:5]([S:7](=[O:8])(=[O:9])[N:10]2[CH2:11][CH2:12][CH2:13][CH2:14][CH2:15]2)[cH:6]1>>[NH:1]([c:2]1[c:3]([N:16]2[CH2:17][CH2:18][CH:19]([C:22](=[O:23])[OH:24])[CH2:20][CH2:21]2)[s:4][c:5]([S:7](=[O:8])(=[O:9])[N:10]2[CH2:11][CH2:12][CH2:13][CH2:14][CH2:15]2)[cH:6]1)[C:31]([NH:30][C:28]([c:27]1[c:26]([Cl:25])[cH:36][c:35]([F:37])[c:34]([F:38])[cH:33]1)=[O:29])=[O:32]. The reactants are [BH4-], CO, CC1CN(C(=O)COc2ccc(Cl)cc2C=O)C(C)CN1Cc1ccc(F)cc1, Cl, [Na+], [Na+], [OH-]. Yields the product CC1CN(C(=O)COc2ccc(Cl)cc2CO)C(C)CN1Cc1ccc(F)cc1. RXN SMILES: [BH4-:30].[CH3:35][OH:36].[Cl:1][c:2]1[cH:3][cH:4][c:5]([O:10][CH2:11][C:12](=[O:13])[N:14]2[CH:15]([CH3:29])[CH2:16][N:17]([CH2:21][c:22]3[cH:23][cH:24][c:25]([F:28])[cH:26][cH:27]3)[CH:18]([CH3:20])[CH2:19]2)[c:6]([CH:7]=[O:8])[cH:9]1.[ClH:32].[Na+:31].[Na+:34].[OH-:33]>>[Cl:1][c:2]1[cH:3][cH:4][c:5]([O:10][CH2:11][C:12](=[O:13])[N:14]2[CH:15]([CH3:29])[CH2:16][N:17]([CH2:21][c:22]3[cH:23][cH:24][c:25]([F:28])[cH:26][cH:27]3)[CH:18]([CH3:20])[CH2:19]2)[c:6]([CH2:7][OH:8])[cH:9]1. Product: O=C(CNC(=O)C1=NN(C(=C1)OCC(=O)N1[C@@H](CCC1)C(NC1CCC1)=O)C1=CC=CC=C1)N1CCNCC1 (5-[2-((S)-2-Cyclobutylcarbamoyl-pyrrolidin-1-yl)-2-oxo-ethoxy]-1-phenyl-1H-pyrazole-3-carboxylic acid (2-oxo-2-piperazin-1-yl-ethyl)-amide). Reagents/catalysts: [Pd] (Pd/C). The solvent is C(C)O (ethanol). Reported procedure: A suspension of 2.5 g 4-[2-({5-[2-((S)-2-Cyclobutylcarbamoyl-pyrrolidin-1-yl)-2-oxo-ethoxy]-1-phenyl-1H-pyrazole-3-carbonyl}-amino)-acetyl]-piperazine-1-carboxylic acid benzyl ester and 0.5 g Pd/C (10%) in 100 ml ethanol was stirred under an atmosphere of hydrogen (3 bar) for 12 h. The mixture was filtrated over a plug of Celite, washed with ethanol and the combined wash solutions concentrated to give the title compound as colourless oil. Yield: 2.3 g. Run at time 12 hour. RXN SMILES: C(OC([N:11]1[CH2:16][CH2:15][N:14]([C:17](=[O:49])[CH2:18][NH:19][C:20]([C:22]2[CH:26]=[C:25]([O:27][CH2:28][C:29]([N:31]3[CH2:35][CH2:34][CH2:33][C@H:32]3[C:36](=[O:42])[NH:37][CH:38]3[CH2:41][CH2:40][CH2:39]3)=[O:30])[N:24]([C:43]3[CH:48]=[CH:47][CH:46]=[CH:45][CH:44]=3)[N:23]=2)=[O:21])[CH2:13][CH2:12]1)=O)C1C=CC=CC=1>C(O)C.[Pd]>[O:49]=[C:17]([N:14]1[CH2:15][CH2:16][NH:11][CH2:12][CH2:13]1)[CH2:18][NH:19][C:20]([C:22]1[CH:26]=[C:25]([O:27][CH2:28][C:29]([N:31]2[CH2:35][CH2:34][CH2:33][C@H:32]2[C:36](=[O:42])[NH:37][CH:38]2[CH2:39][CH2:40][CH2:41]2)=[O:30])[N:24]([C:43]2[CH:44]=[CH:45][CH:46]=[CH:47][CH:48]=2)[N:23]=1)=[O:21]. Starting materials: C(C1=CC=CC=C1)OC(=O)N1CCN(CC1)C(CNC(=O)C1=NN(C(=C1)OCC(=O)N1[C@@H](CCC1)C(NC1CCC1)=O)C1=CC=CC=C1)=O (4-[2-({5-[2-((S)-2-Cyclobutylcarbamoyl-pyrrolidin-1-yl)-2-oxo-ethoxy]-1-phenyl-1H-pyrazole-3-carbonyl}-amino)-acetyl]-piperazine-1-carboxylic acid benzyl ester). The reactants are Cl.NC(C(=O)OC)C(C(=O)OC)C1=CC=CC=C1 (2-amino-3-phenyl-succinic acid, dimethyl ester hydrochloride), TEA, C(C1=CC=CC=C1)(C1=CC=CC=C1)(C1=CC=CC=C1)Cl (trityl chloride). Solvent: C(Cl)Cl (CH2Cl2). Reaction conditions: time 2 day. Product: C(C1=CC=CC=C1)(C1=CC=CC=C1)(C1=CC=CC=C1)NC(C(=O)OC)C(C(=O)OC)C1=CC=CC=C1 (2-(N-tritylamino)-3-phenyl-succinic acid, dimethyl ester). Isolated yield 67.6%. RXN SMILES: Cl.[NH2:2][CH:3]([CH:8]([C:13]1[CH:18]=[CH:17][CH:16]=[CH:15][CH:14]=1)[C:9]([O:11][CH3:12])=[O:10])[C:4]([O:6][CH3:7])=[O:5].[C:19](Cl)([C:32]1[CH:37]=[CH:36][CH:35]=[CH:34][CH:33]=1)([C:26]1[CH:31]=[CH:30][CH:29]=[CH:28][CH:27]=1)[C:20]1[CH:25]=[CH:24][CH:23]=[CH:22][CH:21]=1>C(Cl)Cl>[C:19]([NH:2][CH:3]([CH:8]([C:13]1[CH:14]=[CH:15][CH:16]=[CH:17][CH:18]=1)[C:9]([O:11][CH3:12])=[O:10])[C:4]([O:6][CH3:7])=[O:5])([C:20]1[CH:25]=[CH:24][CH:23]=[CH:22][CH:21]=1)([C:32]1[CH:33]=[CH:34][CH:35]=[CH:36][CH:37]=1)[C:26]1[CH:27]=[CH:28][CH:29]=[CH:30][CH:31]=1 |f:0.1|. Procedure: To a solution of 5 g (18.5 mmol) of 2-amino-3-phenyl-succinic acid, dimethyl ester hydrochloride in CH2Cl2 (100 mL) was added 7.7 mL (56 mmol) of TEA followed by 6.2 g (22.1 mmol) of trityl chloride. The reaction was stirred at rt for 2 days and then concentrated in vacuo. Et2O was added to the crude residue and the mixture was filtered through a pad of silica gel and concentrated in vacuo to give a colorless oil. The residue was purified by flash column chromatography on silica gel eluted with ... The reactants are O=C(n1ccnc1)n1ccnc1, O=C(O)C(=O)O, O=C(O)C(=O)O, CN(C)C=O, CC(C)n1nc(C(=O)NCCN2CCC(N)CC2)c2ccccc21, O=C(O)C12CC3CC(CC(O)(C3)C1)C2. The product is O=C(O)C(=O)O, CC(C)n1nc(C(=O)NCCN2CCC(NC(=O)C34CC5CC(CC(O)(C5)C3)C4)CC2)c2ccccc21. As a reaction SMILES: [C:15]([n:16]1[cH:17][cH:18][n:19][cH:20]1)([n:21]1[cH:22][cH:23][n:24][cH:25]1)=[O:26].[C:27]([C:28](=[O:29])[OH:30])(=[O:31])[OH:32].[C:33]([OH:34])(=[O:35])[C:36]([OH:37])=[O:38].[CH3:63][N:64]([CH3:65])[CH:66]=[O:67].[NH2:39][CH:40]1[CH2:41][CH2:42][N:43]([CH2:46][CH2:47][NH:48][C:49](=[O:50])[c:51]2[n:52][n:53]([CH:60]([CH3:61])[CH3:62])[c:54]3[cH:55][cH:56][cH:57][cH:58][c:59]23)[CH2:44][CH2:45]1.[OH:1][C:2]12[CH2:3][C:4]3([C:12](=[O:13])[OH:14])[CH2:5][CH:6]([CH2:7][CH:8]([CH2:9]1)[CH2:10]3)[CH2:11]2>>[C:27]([C:28](=[O:29])[OH:30])(=[O:31])[OH:32].[OH:1][C:2]12[CH2:3][C:4]3([C:12](=[O:13])[NH:39][CH:40]4[CH2:41][CH2:42][N:43]([CH2:46][CH2:47][NH:48][C:49](=[O:50])[c:51]5[n:52][n:53]([CH:60]([CH3:61])[CH3:62])[c:54]6[cH:55][cH:56][cH:57][cH:58][c:59]56)[CH2:44][CH2:45]4)[CH2:5][CH:6]([CH2:7][CH:8]([CH2:9]1)[CH2:10]3)[CH2:11]2.